This data is from the Open Reaction Database (ORD), a public repository of structured organic reaction records. The task is: describe an organic reaction: reactants, conditions, products, and yield The reactants are OC(CC(=O)OCC)CC(=O)OCC (diethyl 3-hydroxyglutarate), N1C=NC=C1 (imidazole), [Si](C)(C)(C(C)(C)C)Cl (t-butyldimethylsilyl chloride). The solvent is C(Cl)Cl (CH2Cl2), C(Cl)Cl (CH2Cl2), C(Cl)Cl (CH2Cl2). Run at time 15 minute. Yields the product CC(C)(C)[Si](OC(CC(=O)OCC)CC(=O)OCC)(C)C (3-[[(1,1-Dimethylethyl)dimethylsilyl]-oxy]pentanedioic acid, diethyl ester). Isolated yield 102.0%. As a reaction SMILES: N1C=CN=C1.[Si:6](Cl)([C:9]([CH3:12])([CH3:11])[CH3:10])([CH3:8])[CH3:7].[OH:14][CH:15]([CH2:22][C:23]([O:25][CH2:26][CH3:27])=[O:24])[CH2:16][C:17]([O:19][CH2:20][CH3:21])=[O:18]>C(Cl)Cl>[CH3:10][C:9]([Si:6]([CH3:8])([CH3:7])[O:14][CH:15]([CH2:16][C:17]([O:19][CH2:20][CH3:21])=[O:18])[CH2:22][C:23]([O:25][CH2:26][CH3:27])=[O:24])([CH3:12])[CH3:11]. Reported procedure: To a solution of imidazole (40.85 g, 600 mmole) in dry CH2Cl2 (300 ml) was added dropwise a solution of t-butyldimethylsilyl chloride (45.2 g, 300 mmole) in dry CH2Cl2 (100 ml). After 15 minutes, the solution was treated dropwise over a 40 minute period with a solution of diethyl 3-hydroxyglutarate (40.8 g, 200 mmole) in CH2Cl2 (100 ml). After stirring at room temperature under argon for 18 hours, the mixture was washed with water and saturated NaCl solution, dried over Na2SO4 and evaporated. Th... The reactants are C1(CCCCC1)SC1=C(C=CC=C1)[N+](=O)[O-] (2-(cyclohexylthio)nitrobenzene), [Cl-].[NH4+] (ammonium chloride). Yield: 98.3%. As a reaction SMILES: [CH:1]1([S:7][C:8]2[CH:13]=[CH:12][CH:11]=[CH:10][C:9]=2[N+:14]([O-])=O)[CH2:6][CH2:5][CH2:4][CH2:3][CH2:2]1.[Cl-].[NH4+]>[Fe].O>[CH:1]1([S:7][C:8]2[CH:13]=[CH:12][CH:11]=[CH:10][C:9]=2[NH2:14])[CH2:6][CH2:5][CH2:4][CH2:3][CH2:2]1 |f:1.2|. Reported procedure: A mixture of 8.5 g of 2-(cyclohexylthio)nitrobenzene, 9.6 g of iron powder, 0.61 g of ammonium chloride and 22 ml of water was stirred on heating at 90° C. for 3 hours. The temperature of the reaction solution was returned to room temperature, the reaction solution was filtered by Selite and extracted with dichloromethane. The dichloromethane layer was washed, in turn, with water and a saturated aqueous sodium chloride solution and dried over anhydrous sodium sulfate. The solvent was evaporated ... Reaction conditions: temperature 90 celsius. Solvent: O (water). Yields the product C1(CCCCC1)SC1=C(N)C=CC=C1 (2-(cyclohexylthio)aniline). Reagents/catalysts: [Fe] (iron). Reactants: CO, CC(C)c1[nH]nc(C(N)=O)c1[N+](=O)[O-], O. Product: CC(C)c1[nH]nc(C(N)=O)c1N. As a reaction SMILES: [CH3:15][OH:16].[CH:1]([CH3:2])([CH3:3])[c:4]1[c:5]([N+:12]([O-:13])=[O:14])[c:6]([C:9](=[O:10])[NH2:11])[n:7][nH:8]1.[OH2:17]>>[CH:1]([CH3:2])([CH3:3])[c:4]1[c:5]([NH2:12])[c:6]([C:9](=[O:10])[NH2:11])[n:7][nH:8]1. Starting materials: C1(CCCCC1)N(C(NC=1SC(=CN1)SCC(=O)O)=O)[C@@H]1CC[C@H](CC1)COC ({2-[3-cyclohexyl-3-(trans-4-methoxymethyl-cyclohexyl)-ureido]-thiazol-5-ylsulfanyl}-acetic acid), C1(CCCCCC1)N[C@@H]1CC[C@H](CCC1)COC (cycloheptyl-(trans-4-methoxymethyl-cycloheptyl)-amine), C(C)OC(C(C)(C)SC1=CN=C(S1)N)=O (2-(2-amino-thiazol-5-ylsulfanyl)-2-methyl-propionic acid ethyl ester). The product is C1(CCCCCC1)N(C(NC=1SC(=CN1)SC(C(=O)O)(C)C)=O)[C@@H]1CC[C@H](CC1)COC (2-{2-[3-Cycloheptyl-3-(trans-4-methoxymethyl-cyclohexyl)-ureido]-thiazol-5-ylsulfanyl}-2-methyl-propionic acid). RXN SMILES: C1(N([C@H]2CC[C@H](COC)CC2)C(=O)NC2SC(SC[C:17](O)=[O:18])=CN=2)CCCCC1.[CH:30]1([NH:37][C@H:38]2[CH2:44][CH2:43]C[C@H:41]([CH2:45][O:46][CH3:47])[CH2:40][CH2:39]2)[CH2:36][CH2:35][CH2:34][CH2:33][CH2:32][CH2:31]1.C([O:50][C:51](=[O:62])[C:52]([S:55][C:56]1[S:60][C:59]([NH2:61])=[N:58][CH:57]=1)([CH3:54])[CH3:53])C>>[CH:30]1([N:37]([C@H:38]2[CH2:39][CH2:40][C@H:41]([CH2:45][O:46][CH3:47])[CH2:43][CH2:44]2)[C:17](=[O:18])[NH:61][C:59]2[S:60][C:56]([S:55][C:52]([CH3:54])([CH3:53])[C:51]([OH:50])=[O:62])=[CH:57][N:58]=2)[CH2:31][CH2:32][CH2:33][CH2:34][CH2:35][CH2:36]1. Procedure: Prepared in a similar manner to {2-[3-cyclohexyl-3-(trans-4-methoxymethyl-cyclohexyl)-ureido]-thiazol-5-ylsulfanyl}-acetic acid via cycloheptyl-(trans-4-methoxymethyl-cycloheptyl)-amine and 2-(2-amino-thiazol-5-ylsulfanyl)-2-methyl-propionic acid ethyl ester to give the title compound.